This data is from the Open Reaction Database (ORD), a public repository of structured organic reaction records. The task is: describe an organic reaction: reactants, conditions, products, and yield Starting materials: ClC1=CC=C(C=C1)C(C(=O)N)(CC)CN1N=CN=C1 (2-(4-chlorophenyl)-2-[(1,2,4-triazol-1-yl)methyl]butyramide), S(O)(O)(=O)=O (sulfuric acid), ice. Run at temperature 10 celsius. Yields the product ClC1=CC=C(C=C1)C(C(=O)O)(CC)CN1N=CN=C1 (2-(4-chlorophenyl)-2-[(1,2,4-triazol-1-yl)methyl]butanoic acid). As a reaction SMILES: [Cl:1][C:2]1[CH:7]=[CH:6][C:5]([C:8]([CH2:14][N:15]2[CH:19]=[N:18][CH:17]=[N:16]2)([CH2:12][CH3:13])[C:9](N)=[O:10])=[CH:4][CH:3]=1.S(=O)(=O)(O)[OH:21]>>[Cl:1][C:2]1[CH:7]=[CH:6][C:5]([C:8]([CH2:14][N:15]2[CH:19]=[N:18][CH:17]=[N:16]2)([CH2:12][CH3:13])[C:9]([OH:21])=[O:10])=[CH:4][CH:3]=1. Reported procedure: To a 500 mL flask was charged 95 g (0.34 mole) of 2-(4-chlorophenyl)-2-[(1,2,4-triazol-1-yl)methyl]butyramide and 95 g (0.97 mole) of 95% sulfuric acid and 95 g of ice. The reaction was stirred at reflux for 55 hours, after which the reaction was cooled to 10° C. and partitioned between ethyl acetate and water. The mixture was treated with 200 g of 10% sodium hydroxide which resulted in a pH 10 aqueous phase. The organic phase was extracted with 200 ml of water, then 200 ml of 10% sodium hydroxi... RXN SMILES: [Cl:1][C:2]1[C:8]([Cl:9])=[CH:7][C:5]([NH2:6])=[C:4]([N+:10]([O-])=O)[CH:3]=1.Br[CH2:14][C:15]1[CH:23]=[CH:22][C:18]([C:19]([O-:21])=[O:20])=[CH:17][CH:16]=1.[C:24]([O-])([O-])=O.[K+].[K+].Cl[Sn]Cl.O.C([O-])(O)=O.[Na+]>CN(C=O)C.CCOC(C)=O>[NH2:6][C:5]1[CH:7]=[C:8]([Cl:9])[C:2]([Cl:1])=[CH:3][C:4]=1[NH:10][CH2:14][C:15]1[CH:23]=[CH:22][C:18]([C:19]([O:21][CH3:24])=[O:20])=[CH:17][CH:16]=1 |f:2.3.4,7.8|. Reactants: nitro, ClC1=CC(=C(N)C=C1Cl)[N+](=O)[O-] (4,5-Dichloro-2-nitroaniline), BrCC1=CC=C(C(=O)[O-])C=C1 (4-bromomethylbenzoate), C(=O)([O-])[O-].[K+].[K+] (K2CO3), Cl[Sn]Cl (SnCl2), O (H2O), C(=O)(O)[O-].[Na+] (NaHCO3). The solvent is CN(C)C=O (DMF), CN(C)C=O (DMF), CCOC(=O)C (EtOAc). Yields the product NC1=C(C=C(C(=C1)Cl)Cl)NCC1=CC=C(C(=O)OC)C=C1 (Methyl 4-{[(2-amino-4,5-dichlorophenyl)amino]methyl}benzoate). Procedure details: 4,5-Dichloro-2-nitroaniline (10 mmol, 2.07 g), 4-bromomethylbenzoate (10 mmol, 2.29 g) and K2CO3 (12 mmol, 1.66 g) were stirred in DMF (10 mL) at ambient temperature for 16 h. The reaction mixture was partitioned between CH2Cl2 and brine, and the organic phase was dried with Na2SO4 and concentrated in vacuo. The monobenzylated product was obtained by flash chromatography on silica eluting with 15% EtOAc in hexanes as a bright orange solid. A portion of the nitro compound (7.4 mmol, 2.6 g) and Sn... Starting materials: CC1(C)NC(=O)OC12CCN(C(=O)OCc1ccccc1)CC2, CCO. Yields the product CC1(C)NC(=O)OC12CCNCC2. RXN SMILES: [CH3:1][C:2]1([CH3:23])[NH:3][C:4](=[O:22])[O:5][C:6]12[CH2:7][CH2:8][N:9]([C:12]([O:13][CH2:14][c:15]1[cH:16][cH:17][cH:18][cH:19][cH:20]1)=[O:21])[CH2:10][CH2:11]2.[CH3:24][CH2:25][OH:26]>>[CH3:1][C:2]1([CH3:23])[NH:3][C:4](=[O:22])[O:5][C:6]12[CH2:7][CH2:8][NH:9][CH2:10][CH2:11]2. Reactants: BrC=1C=CC2=C(N=C(O2)\C=C\C2=CC=CC=C2)C1 (5-bromo-2-[(E)-2-phenylethenyl]benzoxazole), C1=CC(=CC=C1O)C (p-cresol), C([O-])([O-])=O.[K+].[K+] (potassium carbonate), copper oxide(II), N1=CC=CC=C1 (pyridine). Run in O (water). Conditions: temperature 130 celsius, time 24 hour. The product is CC1=CC=C(OC=2C=CC3=C(N=C(O3)\C=C\C3=CC=CC=C3)C2)C=C1 (5-(4-methylphenoxy)-2-[(E)-2-phenylethenyl]benzoxazole). The yield is 60.2%. As a reaction SMILES: Br[C:2]1[CH:3]=[CH:4][C:5]2[O:9][C:8](/[CH:10]=[CH:11]/[C:12]3[CH:17]=[CH:16][CH:15]=[CH:14][CH:13]=3)=[N:7][C:6]=2[CH:18]=1.[CH:19]1[C:24]([OH:25])=[CH:23][CH:22]=[C:21]([CH3:26])[CH:20]=1.C(=O)([O-])[O-].[K+].[K+].N1C=CC=CC=1>O>[CH3:26][C:21]1[CH:20]=[CH:19][C:24]([O:25][C:2]2[CH:3]=[CH:4][C:5]3[O:9][C:8](/[CH:10]=[CH:11]/[C:12]4[CH:17]=[CH:16][CH:15]=[CH:14][CH:13]=4)=[N:7][C:6]=3[CH:18]=2)=[CH:23][CH:22]=1 |f:2.3.4|. Procedure: Under an argon stream, a mixture of 5-bromo-2-[(E)-2-phenylethenyl]benzoxazole (Compound of Reference Example 43) (105 mg), p-cresol (45 mg), potassium carbonate (97 mg), copper oxide(II) (70 mg) and pyridine (1.5 ml) was stirred at 130° C. for 24 hours. The reaction mixture was poured into water and the mixture was extracted with ethyl acetate. The organic layer was washed with a 5% aqueous solution of potassium hydrogen sulfate and water and dried over MgSO4. The solvent was distilled off unde... Starting materials: CCNCC, C#C[Si](C)(C)C, [I-], CCCC12COC(c3ccc(I)nc3)(OC1)OC2. Product: CCCC12COC(c3ccc(C#C[Si](C)(C)C)nc3)(OC1)OC2. Reaction SMILES: [CH2:26]([NH:27][CH2:28][CH3:29])[CH3:30].[CH3:20][Si:21]([CH3:22])([CH3:23])[C:24]#[CH:25].[I-:1].[I:2][c:3]1[cH:4][cH:5][c:6]([C:9]23[O:10][CH2:11][C:12]([CH2:17][CH2:18][CH3:19])([CH2:13][O:14]2)[CH2:15][O:16]3)[cH:7][n:8]1>>[c:3]1([C:25]#[C:24][Si:21]([CH3:20])([CH3:22])[CH3:23])[cH:4][cH:5][c:6]([C:9]23[O:10][CH2:11][C:12]([CH2:17][CH2:18][CH3:19])([CH2:13][O:14]2)[CH2:15][O:16]3)[cH:7][n:8]1.